This data is from the Open Reaction Database (ORD), a public repository of structured organic reaction records. The task is: describe an organic reaction: reactants, conditions, products, and yield The reactants are CCI, CCOC(=O)CN(C(=O)C(C)CS)C1CCCC1, CCO, [Na]. Product: CCOC(=O)CN(C(=O)C(C)CSCC)C1CCCC1. Reaction SMILES: [CH2:20]([CH3:21])[I:22].[CH2:2]([CH3:3])[O:4][C:5]([CH2:6][N:7]([CH:8]1[CH2:9][CH2:10][CH2:11][CH2:12]1)[C:13]([CH:14]([CH2:15][SH:16])[CH3:17])=[O:18])=[O:19].[CH3:23][CH2:24][OH:25].[Na:1]>>[CH2:2]([CH3:3])[O:4][C:5]([CH2:6][N:7]([CH:8]1[CH2:9][CH2:10][CH2:11][CH2:12]1)[C:13]([CH:14]([CH2:15][S:16][CH2:20][CH3:21])[CH3:17])=[O:18])=[O:19].